This data is from the Open Reaction Database (ORD), a public repository of structured organic reaction records. The task is: describe an organic reaction: reactants, conditions, products, and yield The reactants are [O-]CC.[Na+] (sodium ethoxide), ClC1=C(C=NC2=CC=C(C=C12)I)C#N (4-chloro-6-iodo-quinoline-3-carbonitrile), ice water. The solvent is C(C)O (ethanol). Conditions: temperature 100 celsius, time 10 hour. The product is C(C)OC1=C(C=NC2=CC=C(C=C12)I)C#N (4-Ethoxy-6-iodo-quinoline-3-carbonitril). Isolated yield 94.9%. Reaction SMILES: Cl[C:2]1[C:11]2[C:6](=[CH:7][CH:8]=[C:9]([I:12])[CH:10]=2)[N:5]=[CH:4][C:3]=1[C:13]#[N:14].[O-:15][CH2:16][CH3:17].[Na+]>C(O)C>[CH2:16]([O:15][C:2]1[C:11]2[C:6](=[CH:7][CH:8]=[C:9]([I:12])[CH:10]=2)[N:5]=[CH:4][C:3]=1[C:13]#[N:14])[CH3:17] |f:1.2|. Procedure: To the suspension of 4-chloro-6-iodo-quinoline-3-carbonitrile (example 14c) (14 g, 0.039 mol) in anhydrous ethanol (180 mL) was added sodium ethoxide (4.16 g, 0.07 mol). The mixture was heated to 100° C. under a pressure tube and stirred for 10 h. After cooling to room temperature, the ice water was added. The solid was collected by filtration, washed with water and dried to obtain 4-Ethoxy-6-iodo-quinoline-3-carbonitril (12 g, 92%) as a yellow solid. LC-MS m/e 325 (MH+). Starting materials: C(CCC)[Sn](C(=C)OCC)(CCCC)CCCC (tributyl(1-ethoxyvinyl)tin), BrC=1C(=C2C(N=C(O2)N(C)C)=C(C1C)C#N)F (6-Bromo-2-(dimethylamino)-7-fluoro-5-methyl-1,3-benzoxazole-4-carbonitrile). Reagents/catalysts: Cl[Pd]([P](C1=CC=CC=C1)(C2=CC=CC=C2)C3=CC=CC=C3)([P](C4=CC=CC=C4)(C5=CC=CC=C5)C6=CC=CC=C6)Cl (bis(triphenylphosphine)palladium(II) dichloride), C(C)(C)(C)C1(CC=CC(=C1O)C(C)(C)C)C (2,6-di-tert-butylcresol). Run in C1(=CC=CC=C1)C (toluene). Yields the product C(C)OC(=C)C=1C(=C2C(N=C(O2)N(C)C)=C(C1C)C#N)F (6-(1-Ethoxyvinyl)-2-(dimethylamino)-7-fluoro-5-methyl-1,3-benzoxazole-4-carbonitrile). Yield: 65.8%. As a reaction SMILES: Br[C:2]1[C:3]([F:17])=[C:4]2[O:8][C:7]([N:9]([CH3:11])[CH3:10])=[N:6][C:5]2=[C:12]([C:15]#[N:16])[C:13]=1[CH3:14].C([Sn](CCCC)(CCCC)[C:23]([O:25][CH2:26][CH3:27])=[CH2:24])CCC>C1(C)C=CC=CC=1.Cl[Pd](Cl)([P](C1C=CC=CC=1)(C1C=CC=CC=1)C1C=CC=CC=1)[P](C1C=CC=CC=1)(C1C=CC=CC=1)C1C=CC=CC=1.C(C1(C)C(O)=C(C(C)(C)C)C=CC1)(C)(C)C>[CH2:26]([O:25][C:23]([C:2]1[C:3]([F:17])=[C:4]2[O:8][C:7]([N:9]([CH3:11])[CH3:10])=[N:6][C:5]2=[C:12]([C:15]#[N:16])[C:13]=1[CH3:14])=[CH2:24])[CH3:27] |^1:45,64|. Procedure: 6-Bromo-2-(dimethylamino)-7-fluoro-5-methyl-1,3-benzoxazole-4-carbonitrile (I-168) (0.80 g, 2.68 mmol) was dissolved in toluene (25 ml), then tributyl(1-ethoxyvinyl)tin (1.30 ml, 3.85 mmol), 2,6-di-tert-butylcresol (12 mg, 0.05 mmol) and bis(triphenylphosphine)palladium(II) dichloride (0.10 g, 0.14 mmol) were added followed by heating under reflux for 3 days. The insoluble matter was removed by filtration through Celite, followed by washing with ethyl acetate. The solvent was evaporated away und...